This data is from the Open Reaction Database (ORD), a public repository of structured organic reaction records. The task is: describe an organic reaction: reactants, conditions, products, and yield Yields the product [Br-], COc1ccc(-c2n(CC(=O)C(C)(C)C)cc[n+]2N=Cc2ccccc2)cc1. Reactants: CC(C)(C)C(=O)CBr, CC#N, COc1ccc(-c2nccn2N=Cc2ccccc2)cc1. RXN SMILES: [Br:1][CH2:2][C:3]([C:4]([CH3:5])([CH3:6])[CH3:7])=[O:8].[CH3:30][C:31]#[N:32].[CH:9]([c:10]1[cH:11][cH:12][cH:13][cH:14][cH:15]1)=[N:16][n:17]1[c:18](-[c:22]2[cH:23][cH:24][c:25]([O:28][CH3:29])[cH:26][cH:27]2)[n:19][cH:20][cH:21]1>>[Br-:1].[CH2:2]([C:3]([C:4]([CH3:5])([CH3:6])[CH3:7])=[O:8])[n:19]1[c:18](-[c:22]2[cH:23][cH:24][c:25]([O:28][CH3:29])[cH:26][cH:27]2)[n+:17]([N:16]=[CH:9][c:10]2[cH:11][cH:12][cH:13][cH:14][cH:15]2)[cH:21][cH:20]1. The reactants are ClCCCl, CNCc1cc2ccccc2[nH]1, CCN(C(C)C)C(C)C, Nc1ccc(C=CC(=O)O)cn1, CN(C)C=O, O, On1nnc2ccccc21. The product is CN(Cc1cc2ccccc2[nH]1)C(=O)C=Cc1ccc(N)nc1. As a reaction SMILES: [CH2:1]([Cl:2])[CH2:3][Cl:4].[CH3:17][NH:18][CH2:19][c:20]1[nH:21][c:22]2[cH:23][cH:24][cH:25][cH:26][c:27]2[cH:28]1.[CH:40]([N:41]([CH:42]([CH3:43])[CH3:44])[CH2:45][CH3:46])([CH3:47])[CH3:48].[NH2:5][c:6]1[cH:7][cH:8][c:9]([CH:12]=[CH:13][C:14](=[O:15])[OH:16])[cH:10][n:11]1.[O:49]=[CH:50][N:51]([CH3:52])[CH3:53].[OH2:39].[OH:29][n:30]1[c:31]2[c:32]([cH:33][cH:34][cH:35][cH:36]2)[n:37][n:38]1>>[NH2:5][c:6]1[cH:7][cH:8][c:9]([CH:12]=[CH:13][C:14](=[O:16])[N:18]([CH3:17])[CH2:19][c:20]2[nH:21][c:22]3[cH:23][cH:24][cH:25][cH:26][c:27]3[cH:28]2)[cH:10][n:11]1. Reactants: CC(C)(C)[Si](C)(C)Cl, CN(C)C=O, O, O=C1Nc2ccccc2C(=O)N2CC(O)CC12, c1c[nH]cn1. The product is CC(C)(C)[Si](C)(C)OC1CC2C(=O)Nc3ccccc3C(=O)N2C1. RXN SMILES: [C:23]([CH3:24])([CH3:25])([CH3:26])[Si:27]([CH3:28])([CH3:29])[Cl:30].[CH3:32][N:33]([CH3:34])[CH:35]=[O:36].[OH2:31].[OH:1][CH:2]1[CH2:3][CH:4]2[C:5](=[O:17])[NH:6][c:7]3[c:8]([cH:13][cH:14][cH:15][cH:16]3)[C:9](=[O:12])[N:10]2[CH2:11]1.[nH:18]1[cH:19][cH:20][n:21][cH:22]1>>[O:1]([CH:2]1[CH2:3][CH:4]2[C:5](=[O:17])[NH:6][c:7]3[c:8]([cH:13][cH:14][cH:15][cH:16]3)[C:9](=[O:12])[N:10]2[CH2:11]1)[Si:27]([C:23]([CH3:24])([CH3:25])[CH3:26])([CH3:28])[CH3:29]. Starting materials: C1(=CC=CC=C1)C1=CC(NC(=C1)C1=CC=CC=C1)=O (4,6-diphenyl-2-pyridinone), C(CCC)(=O)OC (methyl butanoate), BrCCCCC(C(=O)OC)CC (methyl 6-bromo-2-ethylhexanoate). The reagents and catalysts are C([O-])([O-])=O.[Ag+2] (silver carbonate). Run in CN(C=O)C (dimethylformamide). Conditions: temperature 100 celsius, time 40 hour. The product is C(C)C(C(=O)OC)CCCCOC1=NC(=CC(=C1)C1=CC=CC=C1)C1=CC=CC=C1 (methyl 2-ethyl-6-[(4.6-diphenyl-2-pyridyl)oxy]hexanoate). RXN SMILES: [C:1]1([C:7]2[CH:12]=[C:11]([C:13]3[CH:18]=[CH:17][CH:16]=[CH:15][CH:14]=3)[NH:10][C:9](=[O:19])[CH:8]=2)[CH:6]=[CH:5][CH:4]=[CH:3][CH:2]=1.C(OC)(=O)CCC.Br[CH2:28][CH2:29][CH2:30][CH2:31][CH:32]([CH2:37][CH3:38])[C:33]([O:35][CH3:36])=[O:34]>C(=O)([O-])[O-].[Ag+2].CN(C)C=O>[CH2:37]([CH:32]([CH2:31][CH2:30][CH2:29][CH2:28][O:19][C:9]1[CH:8]=[C:7]([C:1]2[CH:2]=[CH:3][CH:4]=[CH:5][CH:6]=2)[CH:12]=[C:11]([C:13]2[CH:14]=[CH:15][CH:16]=[CH:17][CH:18]=2)[N:10]=1)[C:33]([O:35][CH3:36])=[O:34])[CH3:38] |f:3.4|. Reported procedure: The procedure in Example 5 is followed but using 4,6-diphenyl-2-pyridinone (2.8 g) (prepared by analogy with the method described in Patent EP 108 592 from methyl butanoate), methyl 6-bromo-2-ethylhexanoate (5.4 g), silver carbonate (1.6 g) and dimethylformamide (100 cc). The reaction mixture is heated at 100° C. for 31 hours then at 120° C. for 40 hours. The product is purified by chromatography under pressure on silica gel (30-60 mm; eluent: n-hexane-ethyl acetate 9-1). (yellow oil)